Dataset: the Open Reaction Database (ORD), a public repository of structured organic reaction records. Task: describe an organic reaction: reactants, conditions, products, and yield The reactants are COC(=O)C=1C(=C2C=C(C(N(C2=C(N1)Br)CC1=CC=CC=C1)=O)C1=CC=CC=C1)O (1-benzyl-8-bromo-5-hydroxy-2-oxo-3-phenyl-1,2-dihydro-[1,7]naphthyridine-6-carboxylic acid methyl ester), CC1=NC=C(C=C1)[Sn](CCCC)(CCCC)CCCC (2-methyl-5-tributylstannanyl-pyridine), CCOC(=O)C (EtOAc), Cl (HCl). The product is COC(=O)C=1C(=C2C=C(C(N(C2=C(N1)C=1C=NC(=CC1)C)CC1=CC=CC=C1)=O)C1=CC=CC=C1)O (1-Benzyl-5-hydroxy-8-(6-methyl-pyridin-3-yl)-2-oxo-3-phenyl-1,2-dihydro-[1,7]naphthyridine-6-carboxylic acid methyl ester). RXN SMILES: [CH3:1][O:2][C:3]([C:5]1[C:6]([OH:30])=[C:7]2[C:12](=[C:13](Br)[N:14]=1)[N:11]([CH2:16][C:17]1[CH:22]=[CH:21][CH:20]=[CH:19][CH:18]=1)[C:10](=[O:23])[C:9]([C:24]1[CH:29]=[CH:28][CH:27]=[CH:26][CH:25]=1)=[CH:8]2)=[O:4].[CH3:31][C:32]1[CH:37]=[CH:36][C:35]([Sn](CCCC)(CCCC)CCCC)=[CH:34][N:33]=1.CCOC(C)=O.Cl>CN(C=O)C.[Cl-].[Na+].O.Cl[Pd](Cl)([P](C1C=CC=CC=1)(C1C=CC=CC=1)C1C=CC=CC=1)[P](C1C=CC=CC=1)(C1C=CC=CC=1)C1C=CC=CC=1>[CH3:1][O:2][C:3]([C:5]1[C:6]([OH:30])=[C:7]2[C:12](=[C:13]([C:35]3[CH:34]=[N:33][C:32]([CH3:31])=[CH:37][CH:36]=3)[N:14]=1)[N:11]([CH2:16][C:17]1[CH:22]=[CH:21][CH:20]=[CH:19][CH:18]=1)[C:10](=[O:23])[C:9]([C:24]1[CH:29]=[CH:28][CH:27]=[CH:26][CH:25]=1)=[CH:8]2)=[O:4] |f:5.6.7,^1:68,87|. The yield is 55.8%. Run at temperature 120 celsius. The reagents and catalysts are Cl[Pd]([P](C1=CC=CC=C1)(C2=CC=CC=C2)C3=CC=CC=C3)([P](C4=CC=CC=C4)(C5=CC=CC=C5)C6=CC=CC=C6)Cl (PdCl2(PPh3)2). Solvent: CN(C)C=O (DMF), [Cl-].[Na+].O (brine). Reported procedure: A mixture of 1-benzyl-8-bromo-5-hydroxy-2-oxo-3-phenyl-1,2-dihydro-[1,7]naphthyridine-6-carboxylic acid methyl ester (70 mg, 0.15 mmol), 2-methyl-5-tributylstannanyl-pyridine (86 mg, 0.23 mmol) and PdCl2(PPh3)2 (21 mg, 0.030 mmol) in 4 mL of DMF was heated at 120° C. for 3 h under nitrogen atmosphere. After the mixture was cooled to r.t., EtOAc and brine were added. 1 M HCl was added with stirring until pH was about 3-4. The aqueous layer was extracted with additional EtOAc, and the combined org... Reactants: C(CCCCCCC)(=O)O (caprylic acid), C(C)C(CO)CC (2-ethylbutanol). Reagents/catalysts: C(C(=O)[O-])(=O)[O-].[Sn+4].C(C(=O)[O-])(=O)[O-] (tin oxalate). The solvent is O (water). Run at temperature 10 celsius, time 3 hour. Yields the product C(CCCCCCC)(=O)OCC(CC)CC (2-Ethylbutyl Caprylate). The yield is 76.0%. Reaction SMILES: [C:1]([OH:10])(=[O:9])[CH2:2][CH2:3][CH2:4][CH2:5][CH2:6][CH2:7][CH3:8].[CH2:11]([CH:13]([CH2:16][CH3:17])[CH2:14]O)[CH3:12]>C([O-])(=O)C([O-])=O.[Sn+4].C([O-])(=O)C([O-])=O.O>[C:1]([O:10][CH2:14][CH:13]([CH2:16][CH3:17])[CH2:11][CH3:12])(=[O:9])[CH2:2][CH2:3][CH2:4][CH2:5][CH2:6][CH2:7][CH3:8] |f:2.3.4|. Procedure: 187.2 g (1.3 mol) of caprylic acid, 214.0 g (2.09 mol) of 2-ethylbutanol and 0.14 g of tin oxalate (“Fascat 2001”) were heated to 160° C. under N2, during which water separation was observed. Once water separation had subsided, the mixture was heated to 210° C. in 10° C. steps. This temperature was then held for 3 h. Then, firstly the excess alcohol was removed by distillation and then the product was distilled at 8-12 mbar and 136-141° C. The product (225.6 g) was obtained as a clear liquid wit...